From a dataset of the Open Reaction Database (ORD), a public repository of structured organic reaction records. describe an organic reaction: reactants, conditions, products, and yield The reactants are CCO (EtOH), compound A, IC=1NC(=C(C1I)I)I (2,3,4,5-tetraiodopyrrole), CO[Na] (MeONa), CO (MeOH). The solvent is CN(C)C=O (DMF). Reaction conditions: time 15 minute. The product is IC=1N(C(=C(C1I)I)I)CC(=O)O (2,3,4,5-tetraiodopyrrol-l-acetic acid). Isolated yield 76.0%. As a reaction SMILES: [I:1][C:2]1[NH:3][C:4]([I:9])=[C:5]([I:8])[C:6]=1[I:7].C[O:11][Na].CO.[CH3:15][CH2:16][OH:17]>CN(C=O)C>[I:1][C:2]1[N:3]([CH2:15][C:16]([OH:11])=[O:17])[C:4]([I:9])=[C:5]([I:8])[C:6]=1[I:7]. Reported procedure: To a solution of 22.9 g of compound A), 2,3,4,5-tetraiodopyrrole (40.13 mmol), in 170 mL of DMF, 16.05 mL of 2.5 M MeONa in MeOH (40.13 mmol) are added under stirring for 15 min in nitrogen atmosphere. MeOH is removed under reduced pressure and 10 g of ethyl iodoacetate (product instantly prepared from BrCH2COOEt and 4 KI equivalents in acetone) (46.73 mmol) are dropwise added (30 min) to the residue. The solution is kept at room temperature for 1.5 h. After dilution with H2O, an intensely colou...